describe an organic reaction: reactants, conditions, products, and yield From a dataset of the Open Reaction Database (ORD), a public repository of structured organic reaction records. The reactants are CN1CCC(CC1)Cl (1-methyl-4-chloropiperidine), [Mg] (magnesium), ClC1C2=C(C=CC3=C1C=CC=C3)C=CC=C2 (5-chloro-5H-dibenzo[a,d]cycloheptene). The solvent is O1CCCC1 (tetrahydrofuran), C1=CC=CC=C1 (benzene), O (water), O1CCCC1 (tetrahydrofuran). Product: C1=CC=CC=2C(C3=C(C=CC21)C=CC=C3)C3CCN(CC3)C (4-(5H-dibenzo[a,d]cyclohepten-5-yl)-1-methylpiperidine). Reaction SMILES: [CH3:1][N:2]1[CH2:7][CH2:6][CH:5](Cl)[CH2:4][CH2:3]1.[Mg].Cl[CH:11]1[C:17]2[CH:18]=[CH:19][CH:20]=[CH:21][C:16]=2[CH:15]=[CH:14][C:13]2[CH:22]=[CH:23][CH:24]=[CH:25][C:12]1=2>O1CCCC1.C1C=CC=CC=1.O>[CH:22]1[C:13]2[CH:14]=[CH:15][C:16]3[CH:21]=[CH:20][CH:19]=[CH:18][C:17]=3[CH:11]([CH:5]3[CH2:6][CH2:7][N:2]([CH3:1])[CH2:3][CH2:4]3)[C:12]=2[CH:25]=[CH:24][CH:23]=1. Procedure: A Grignard solution prepared from 13.4 grams (0.1 mole) of 1-methyl-4-chloropiperidine, 2.43 grams (0.1 gram atom) of magnesium and 100 milliliters of tetrahydrofuran is added dropwise with stirring to a cooled solution of 17.0 grams (0.075 mole) of 5-chloro-5H-dibenzo[a,d]cycloheptene in 100 milliliters of tetrahydrofuran. After completion of the addition, stirring is continued for several hours at ambient temperature. The solvent is then vaporized under reduced pressure to obtain a residue whi... Reactants: FC(C(=O)N(C1=CC=2C(CCC(C2C=C1)(C)C)(C)C)CCCCC)(F)F (2,2,2-trifluoro-N-pentyl-N-(5,5,8,8-tetramethyl-5,6,7,8-tetrahydro-naphthalen-2-yl)-acetamide), [OH-].[K+] (potassium hydroxide). As a reaction SMILES: FC(F)(F)C([N:5]([CH2:20][CH2:21][CH2:22][CH2:23][CH3:24])[C:6]1[CH:15]=[CH:14][C:13]2[C:12]([CH3:17])([CH3:16])[CH2:11][CH2:10][C:9]([CH3:19])([CH3:18])[C:8]=2[CH:7]=1)=O.[OH-].[K+]>C(O)C.O>[CH2:20]([NH:5][C:6]1[CH:15]=[CH:14][C:13]2[C:12]([CH3:17])([CH3:16])[CH2:11][CH2:10][C:9]([CH3:18])([CH3:19])[C:8]=2[CH:7]=1)[CH2:21][CH2:22][CH2:23][CH3:24] |f:1.2|. Isolated yield 96.2%. Yields the product C(CCCC)NC1=CC=2C(CCC(C2C=C1)(C)C)(C)C (pentyl-(5,5,8,8-tetramethyl-5,6,7,8-tetrahydro-naphthalen-2-yl)-amine). Run in C(C)O (ethanol), O (water), O (water). Run at time 2 hour. Procedure: A solution of 2,2,2-trifluoro-N-pentyl-N-(5,5,8,8-tetramethyl-5,6,7,8-tetrahydro-naphthalen-2-yl)-acetamide (31) (13.6 g, 37.5 mmole) in 140 mL ethanol was treated with a solution of potassium hydroxide (10.52 g) in 25 mL water. The mixture was stirred at room temperature for two hours, diluted with 100 mL water and then extracted with two 250 mL portions of ethyl acetate. The combined organic extracts were washed with six 200 mL portions of cold water or until the pH was neutral. The organic ph... Starting materials: COC(CC1=CC=C(C=C1)O)=O (Methyl(4-hydroxyphenyl)acetate), FC(C(=O)O)(F)F (trifluoroacetic acid), C1N2CN3CN1CN(C2)C3 (hexamethylenetetramine). Yields the product COC(CC1=CC(=C(C=C1)O)C=O)=O (Methyl(3-formyl-4-hydroxyphenyl)-acetate). RXN SMILES: [CH3:1][O:2][C:3](=[O:12])[CH2:4][C:5]1[CH:10]=[CH:9][C:8]([OH:11])=[CH:7][CH:6]=1.C1N2CN3CN(C2)CN1C3.FC(F)(F)[C:25](O)=[O:26]>>[CH3:1][O:2][C:3](=[O:12])[CH2:4][C:5]1[CH:10]=[CH:9][C:8]([OH:11])=[C:7]([CH:25]=[O:26])[CH:6]=1. Procedure details: Methyl(4-hydroxyphenyl)acetate (1.66 g) is dissolved in trifluoroacetic acid (20 ml), thereto is added hexamethylenetetramine (700 mg) and the mixture is heated under reflux for 2 hours. The reaction solution is concentrated under reduced pressure, thereto is poured ice-water, and then the mixture is extracted with ethyl acetate. The organic layer is washed with saturated aqueous sodium hydrogen carbonate solution and saturated brine, dried over sodium sulfate and evaporated to remove the solven... Reactants: ClC=1SC2=C(N1)C(=CC(=C2N2NC=1CCCCC1C2=O)F)Cl (2-(2,4-Dichloro-6-fluorobenzothiazol-7-yl)1,3,4,5,6,7-hexahydro-2H-indazol-3-one), P(=O)(Cl)(Cl)Cl (phosphorus oxychloride), ice water. Conditions: time 1 hour. Yields the product ClC=1N(N=C2CCCCC12)C1=C(C=C(C=2N=C(SC21)Cl)Cl)F (3-Chloro-2-(2,4-dichloro-6-fluorobenzothiazol-7-yl)-4,5,6,7-tetrahydro-2H-indazole). Reaction SMILES: [Cl:1][C:2]1[S:3][C:4]2[C:10]([N:11]3[C:19](=O)[C:18]4[CH2:17][CH2:16][CH2:15][CH2:14][C:13]=4[NH:12]3)=[C:9]([F:21])[CH:8]=[C:7]([Cl:22])[C:5]=2[N:6]=1.P(Cl)(Cl)([Cl:25])=O>>[Cl:25][C:19]1[N:11]([C:10]2[C:4]3[S:3][C:2]([Cl:1])=[N:6][C:5]=3[C:7]([Cl:22])=[CH:8][C:9]=2[F:21])[N:12]=[C:13]2[C:18]=1[CH2:17][CH2:16][CH2:15][CH2:14]2. Procedure details: 0.2 g 2-(2,4-Dichloro-6-fluorobenzothiazol-7-yl)1,3,4,5,6,7-hexahydro-2H-indazol-3-one was treated with 2 ml phosphorus oxychloride and the mixture stirred for one hour under reflux. After cooling, it was poured into ice-water, extracted with ethyl acetate and the organic phase washed with sodium hydrogen carbonate and water. It was dried over magnesium sulfate and concentrated. The residue was purified by column chromatography. Yield: 0.07 g=32% of theory m.p.: 161°-163° C.